describe an organic reaction: reactants, conditions, products, and yield From a dataset of the Open Reaction Database (ORD), a public repository of structured organic reaction records. RXN SMILES: [Br:7][CH2:8][CH2:9][CH2:10][O:11][Si:12]([CH3:13])([CH3:14])[C:15]([CH3:16])([CH3:17])[CH3:18].[C:1](=[O:2])([O-:3])[O-:4].[CH3:19][O:20][C:21]([N:22]=[C:23]([C:24]([c:25]1[c:26]([F:34])[c:27]([OH:33])[cH:28][c:29]([O:31][CH3:32])[cH:30]1)=[N:35][c:36]1[cH:37][cH:38][c:39]([C:42]#[N:43])[cH:40][cH:41]1)[S:44][CH3:45])=[O:46].[CH3:53][CH2:54][O:55][C:56](=[O:57])[CH3:58].[Cs+:5].[Cs+:6].[O:48]=[CH:49][N:50]([CH3:51])[CH3:52].[OH2:47]>>[CH2:8]([CH2:9][CH2:10][O:11][Si:12]([CH3:13])([CH3:14])[C:15]([CH3:16])([CH3:17])[CH3:18])[O:33][c:27]1[c:26]([F:34])[c:25]([C:24]([C:23](=[N:22][C:21]([O:20][CH3:19])=[O:46])[S:44][CH3:45])=[N:35][c:36]2[cH:37][cH:38][c:39]([C:42]#[N:43])[cH:40][cH:41]2)[cH:30][c:29]([O:31][CH3:32])[cH:28]1. Product: COC(=O)N=C(SC)C(=Nc1ccc(C#N)cc1)c1cc(OC)cc(OCCCO[Si](C)(C)C(C)(C)C)c1F. The reactants are CC(C)(C)[Si](C)(C)OCCCBr, O=C([O-])[O-], COC(=O)N=C(SC)C(=Nc1ccc(C#N)cc1)c1cc(OC)cc(O)c1F, CCOC(C)=O, [Cs+], [Cs+], CN(C)C=O, O. Reactants: C(C)P(OCCCC)(=O)CCCN (butyl ethyl(3-aminopropyl)phosphinate), C(CO)O (ethylene glycol). The reagents and catalysts are C(=O)(C(=O)[O-])O.C(=O)(C(=O)[O-])O.O.O=[Ti].[K+].[K+] (potassium titanyl oxalate). Reaction conditions: temperature 200 celsius, time 2 hour. Product: C(C)P(OCCO)(=O)CCCN (2-hydroxyethyl ethyl-(3-aminopropyl)phosphinate). Isolated yield 95.8%. Reaction SMILES: [CH2:1]([P:3]([CH2:10][CH2:11][CH2:12][NH2:13])(=[O:9])[O:4][CH2:5][CH2:6]CC)[CH3:2].C(O)C[OH:16]>C(O)(C([O-])=O)=O.C(O)(C([O-])=O)=O.O.O=[Ti].[K+].[K+]>[CH2:1]([P:3]([CH2:10][CH2:11][CH2:12][NH2:13])(=[O:9])[O:4][CH2:5][CH2:6][OH:16])[CH3:2] |f:2.3.4.5.6.7|. Procedure details: To 414 g (2 mol) of butyl ethyl(3-aminopropyl)phosphinate (produced as in Example 14) are added 155 g (2.5 mol) of ethylene glycol and 0.4 g of potassium titanyl oxalate and the mixture is stirred at 200° C. for 2 h. Gradual evacuation is applied to distill off volatiles, leaving 374 g (96% of theory) of 2-hydroxyethyl ethyl-(3-aminopropyl)phosphinate. The product is N#Cc1c(N)sc([N+](=O)[O-])c1Cl. The reactants are CCO, CN(C)C=Nc1sc([N+](=O)[O-])c(Cl)c1C#N, Cl, O. RXN SMILES: [CH3:17][CH2:18][OH:19].[CH3:1][N:2]([CH3:3])[CH:16]=[N:4][c:5]1[s:6][c:7]([N+:13](=[O:14])[O-:15])[c:8]([Cl:12])[c:9]1[C:10]#[N:11].[ClH:20].[OH2:21]>>[NH2:4][c:5]1[s:6][c:7]([N+:13](=[O:14])[O-:15])[c:8]([Cl:12])[c:9]1[C:10]#[N:11]. The reactants are N1C(=NC=C1)CC1=CC=C(C=C1)OC (p-(1-imidazolylmethyl)anisole), Br (hydrobromic acid). Product: Br.N1C(=NC=C1)CC1=CC=C(C=C1)O (p-(1-imidazolylmethyl)phenol hydrobromide). As a reaction SMILES: [NH:1]1[CH:5]=[CH:4][N:3]=[C:2]1[CH2:6][C:7]1[CH:12]=[CH:11][C:10]([O:13]C)=[CH:9][CH:8]=1.[BrH:15]>>[BrH:15].[NH:1]1[CH:5]=[CH:4][N:3]=[C:2]1[CH2:6][C:7]1[CH:12]=[CH:11][C:10]([OH:13])=[CH:9][CH:8]=1 |f:2.3|. Reported procedure: To a suspension of 5.21 g of 50% sodium hydride in 100 ml of dry dimethylformamide was added slowly 7.39 g of imidazole at room temperature, and the mixture was stirred for 20 minutes. A solution of 20 g of p-methoxybenzyl chloride in 30 ml of dry dimethylformamide was added to the mixture at room temperature over a period of 1 hour, and then the reaction mixture was stirred for 18 hours at 50° C. After removal of the solvent under reduced pressure, 100 ml of dichloromethane was added to the res... The reactants are CCOP(=O)(CC#N)OCC, [H-], [Na+], CC(C)(C)OC(=O)NCCC(=O)C(=O)Nc1cnn(CCOC(c2ccccc2)(c2ccccc2)c2ccccc2)c1NC(c1ccccc1)(c1ccccc1)c1ccccc1, C1CCOC1, O. Product: CC(C)(C)OC(=O)NCCC(=CC#N)C(=O)Nc1cnn(CCOC(c2ccccc2)(c2ccccc2)c2ccccc2)c1NC(c1ccccc1)(c1ccccc1)c1ccccc1. Reaction SMILES: [C:1](#[N:2])[CH2:3][P:4](=[O:5])([O:6][CH2:7][CH3:8])[O:9][CH2:10][CH3:11].[H-:12].[Na+:13].[O:14]=[C:15]([CH2:16][CH2:17][NH:18][C:19]([O:20][C:21]([CH3:22])([CH3:23])[CH3:24])=[O:25])[C:26]([NH:27][c:28]1[cH:29][n:30][n:31]([CH2:53][CH2:54][O:55][C:56]([c:57]2[cH:58][cH:59][cH:60][cH:61][cH:62]2)([c:63]2[cH:64][cH:65][cH:66][cH:67][cH:68]2)[c:69]2[cH:70][cH:71][cH:72][cH:73][cH:74]2)[c:32]1[NH:33][C:34]([c:35]1[cH:36][cH:37][cH:38][cH:39][cH:40]1)([c:41]1[cH:42][cH:43][cH:44][cH:45][cH:46]1)[c:47]1[cH:48][cH:49][cH:50][cH:51][cH:52]1)=[O:75].[O:77]1[CH2:78][CH2:79][CH2:80][CH2:81]1.[OH2:76]>>[C:1](#[N:2])[CH:3]=[C:15]([CH2:16][CH2:17][NH:18][C:19]([O:20][C:21]([CH3:22])([CH3:23])[CH3:24])=[O:25])[C:26]([NH:27][c:28]1[cH:29][n:30][n:31]([CH2:53][CH2:54][O:55][C:56]([c:57]2[cH:58][cH:59][cH:60][cH:61][cH:62]2)([c:63]2[cH:64][cH:65][cH:66][cH:67][cH:68]2)[c:69]2[cH:70][cH:71][cH:72][cH:73][cH:74]2)[c:32]1[NH:33][C:34]([c:35]1[cH:36][cH:37][cH:38][cH:39][cH:40]1)([c:41]1[cH:42][cH:43][cH:44][cH:45][cH:46]1)[c:47]1[cH:48][cH:49][cH:50][cH:51][cH:52]1)=[O:75]. The reactants are ClC1=CC=C(C=C1)C1=C(C(=NN1C1=C(C=C(C=C1)Cl)Cl)C(=O)O)C (5-(4-chlorophenyl)-1-(2,4-dichlorophenyl)-4-methylpyrazole-3-carboxylic acid), CO (MeOH), paratoluenesulfonic acid. The product is ClC1=CC=C(C=C1)C1=C(C(=NN1C1=C(C=C(C=C1)Cl)Cl)C(=O)OC)C (Methyl 5-(4-chlorophenyl)-1-(2,4-dichlorophenyl)-4-methylpyrazole-3-carboxylate). RXN SMILES: [Cl:1][C:2]1[CH:7]=[CH:6][C:5]([C:8]2[N:12]([C:13]3[CH:18]=[CH:17][C:16]([Cl:19])=[CH:15][C:14]=3[Cl:20])[N:11]=[C:10]([C:21]([OH:23])=[O:22])[C:9]=2[CH3:24])=[CH:4][CH:3]=1.[CH3:25]O>>[Cl:1][C:2]1[CH:3]=[CH:4][C:5]([C:8]2[N:12]([C:13]3[CH:18]=[CH:17][C:16]([Cl:19])=[CH:15][C:14]=3[Cl:20])[N:11]=[C:10]([C:21]([O:23][CH3:25])=[O:22])[C:9]=2[CH3:24])=[CH:6][CH:7]=1. Procedure: 19.54 g of 5-(4-chlorophenyl)-1-(2,4-dichlorophenyl)-4-methylpyrazole-3-carboxylic acid are dissolved in 350 ml of MeOH, 0.97 g of paratoluenesulfonic acid is added and the mixture is then refluxed for 18 hours. After evaporation of the solvent, the residue is taken up with AcOEt and washed with saturated NaHCO3 solution and then with saturated NaCl solution. It is dried over MgSO4, the insoluble material is filtered off and the filtrate is then concentrated to dryness to give 18.53 g of the exp... The reactants are Brc1csc(Br)n1, CC(C)(C)OC(=O)N1CC2CNCC2C1, CCN(C(C)C)C(C)C. Product: CC(C)(C)OC(=O)N1CC2CN(c3nc(Br)cs3)CC2C1. RXN SMILES: [Br:16][c:17]1[s:18][cH:19][c:20]([Br:22])[n:21]1.[C:1]([CH3:2])([CH3:3])([CH3:4])[O:5][C:6](=[O:7])[N:8]1[CH2:9][CH:10]2[CH2:11][NH:12][CH2:13][CH:14]2[CH2:15]1.[CH:23]([N:24]([CH2:25][CH3:26])[CH:27]([CH3:28])[CH3:29])([CH3:30])[CH3:31]>>[C:1]([CH3:2])([CH3:3])([CH3:4])[O:5][C:6](=[O:7])[N:8]1[CH2:9][CH:10]2[CH2:11][N:12]([c:17]3[s:18][cH:19][c:20]([Br:22])[n:21]3)[CH2:13][CH:14]2[CH2:15]1.